From a dataset of the Open Reaction Database (ORD), a public repository of structured organic reaction records. describe an organic reaction: reactants, conditions, products, and yield Reactants: BrC1=C(C(=C(N)C=C1)[N+](=O)[O-])OCC1CC1 (4-bromo-3-(cyclopropylmethoxy)-2-nitroaniline), CN1C(C2=C(C(=C1)B1OC(C(O1)(C)C)(C)C)C=CN2S(=O)(=O)C2=CC=C(C=C2)C)=O (6-methyl-1-[(4-methylphenyl)sulfonyl]-4-(4,4,5,5-tetramethyl-1,3,2-dioxaborolan-2-yl)-1,6-dihydro-7H-pyrrolo[2,3-c]pyridin-7-one). The product is NC1=C(C(=C(C=C1)C=1C2=C(C(N(C1)C)=O)N(C=C2)S(=O)(=O)C2=CC=C(C)C=C2)OCC2CC2)[N+](=O)[O-] (4-(4-Amino-2-(cyclopropylmethoxy)-3-nitrophenyl)-6-methyl-1-tosyl-1H-pyrrolo[2,3-c]pyridin-7(6H)-one). RXN SMILES: Br[C:2]1[CH:8]=[CH:7][C:5]([NH2:6])=[C:4]([N+:9]([O-:11])=[O:10])[C:3]=1[O:12][CH2:13][CH:14]1[CH2:16][CH2:15]1.[CH3:17][N:18]1[CH:23]=[C:22](B2OC(C)(C)C(C)(C)O2)[C:21]2[CH:33]=[CH:34][N:35]([S:36]([C:39]3[CH:44]=[CH:43][C:42]([CH3:45])=[CH:41][CH:40]=3)(=[O:38])=[O:37])[C:20]=2[C:19]1=[O:46]>>[NH2:6][C:5]1[CH:7]=[CH:8][C:2]([C:22]2[C:21]3[CH:33]=[CH:34][N:35]([S:36]([C:39]4[CH:44]=[CH:43][C:42]([CH3:45])=[CH:41][CH:40]=4)(=[O:38])=[O:37])[C:20]=3[C:19](=[O:46])[N:18]([CH3:17])[CH:23]=2)=[C:3]([O:12][CH2:13][CH:14]2[CH2:16][CH2:15]2)[C:4]=1[N+:9]([O-:11])=[O:10]. Procedure details: This compound was synthesized according to the procedure of Example 10, Step 5, using 4-bromo-3-(cyclopropylmethoxy)-2-nitroaniline and 6-methyl-1-[(4-methylphenyl)sulfonyl]-4-(4,4,5,5-tetramethyl-1,3,2-dioxaborolan-2-yl)-1,6-dihydro-7H-pyrrolo[2,3-c]pyridin-7-one as the starting materials. LCMS calculated for C25H25N4O6S (M+H)+: m/z=509.1. found: 509.1. The reactants are COC(=O)Cc1cccc(N)c1, COc1ccc(-c2c(-c3ccccc3)oc3ncnc(Cl)c23)cc1, ClCCl. Yields the product COC(=O)Cc1cccc(Nc2ncnc3oc(-c4ccccc4)c(-c4ccc(OC)cc4)c23)c1. RXN SMILES: [CH3:25][O:26][C:27]([CH2:28][c:29]1[cH:30][c:31]([NH2:35])[cH:32][cH:33][cH:34]1)=[O:36].[Cl:1][c:2]1[c:3]2[c:4]([n:5][cH:6][n:7]1)[o:8][c:9](-[c:19]1[cH:20][cH:21][cH:22][cH:23][cH:24]1)[c:10]2-[c:11]1[cH:12][cH:13][c:14]([O:17][CH3:18])[cH:15][cH:16]1.[Cl:37][CH2:38][Cl:39]>>[c:2]1([NH:35][c:31]2[cH:30][c:29]([CH2:28][C:27]([O:26][CH3:25])=[O:36])[cH:34][cH:33][cH:32]2)[c:3]2[c:4]([n:5][cH:6][n:7]1)[o:8][c:9](-[c:19]1[cH:20][cH:21][cH:22][cH:23][cH:24]1)[c:10]2-[c:11]1[cH:12][cH:13][c:14]([O:17][CH3:18])[cH:15][cH:16]1. Reactants: C(C)OC1=NC2=C(N1CC1=CC=C(C=C1)C=1C(=CC=CC1)C(=O)OC(C)(C)C)C=C(C=C2)C=2N=CN(C2)C(C)C (tert.butyl 4'-[(2-ethoxy-6-(1-isopropyl-imidazol-4-yl)-benzimidazol-1-yl)-methyl]-biphenyl-2-carboxylate), FC(C(=O)O)(F)F (trifluoroacetic acid). Solvent: C(Cl)Cl (methylene chloride). Product: C(C)OC1=NC2=C(N1CC1=CC=C(C=C1)C=1C(=CC=CC1)C(=O)O)C=C(C=C2)C=2N=CN(C2)C(C)C (4'-[(2-Ethoxy-6-(1-isopropyl-imidazol-4-yl)-benzimidazol-1-yl)-methyl]-biphenyl-2-carboxylic Acid). As a reaction SMILES: [CH2:1]([O:3][C:4]1[N:8]([CH2:9][C:10]2[CH:15]=[CH:14][C:13]([C:16]3[C:17]([C:22]([O:24]C(C)(C)C)=[O:23])=[CH:18][CH:19]=[CH:20][CH:21]=3)=[CH:12][CH:11]=2)[C:7]2[CH:29]=[C:30]([C:33]3[N:34]=[CH:35][N:36]([CH:38]([CH3:40])[CH3:39])[CH:37]=3)[CH:31]=[CH:32][C:6]=2[N:5]=1)[CH3:2].FC(F)(F)C(O)=O>C(Cl)Cl>[CH2:1]([O:3][C:4]1[N:8]([CH2:9][C:10]2[CH:11]=[CH:12][C:13]([C:16]3[C:17]([C:22]([OH:24])=[O:23])=[CH:18][CH:19]=[CH:20][CH:21]=3)=[CH:14][CH:15]=2)[C:7]2[CH:29]=[C:30]([C:33]3[N:34]=[CH:35][N:36]([CH:38]([CH3:39])[CH3:40])[CH:37]=3)[CH:31]=[CH:32][C:6]=2[N:5]=1)[CH3:2]. Procedure details: Prepared analogously to Example 88 from tert.butyl 4'-[(2-ethoxy-6-(1-isopropyl-imidazol-4-yl)-benzimidazol-1-yl)-methyl]-biphenyl-2-carboxylate and trifluoroacetic acid in methylene chloride.